This data is from the Open Reaction Database (ORD), a public repository of structured organic reaction records. The task is: describe an organic reaction: reactants, conditions, products, and yield Procedure: To a solution of 23a (10 mg, 0.03 mmol) in CH2Cl2 (5 ml) at −30° C. N-iodosuccinimide (7 mg mg, 0.03 mmol) was portionwise added and the mixture was stirred for 15 min. The solution was washed with water and the organic solutions was dried, filtered and evaporated to obtain 24a (14 mg, 95%) as a yellow solid. The solvent is C(Cl)Cl (CH2Cl2). Run at time 15 minute. Yields the product IC=1C2=C(N3C(=NC=CC31)NS(=O)(=O)C3=CC=C(C)C=C3)N=CC=C2 (5-Iodo-9-tosylaminopyrido[3′,2′:4,5]pyrrolo[1,2-c]pyrimidine). Reactants: S(=O)(=O)(C1=CC=C(C)C=C1)NC1=NC=CC=2N1C1=C(C2)C=CC=N1 (9-Tosylaminopyrido[3′,2′:4,5]pyrrolo[1,2-c]pyrimidine), IN1C(CCC1=O)=O (N-iodosuccinimide). Isolated yield 100.5%. As a reaction SMILES: [S:1]([NH:11][C:12]1[N:17]2[C:18]3[N:24]=[CH:23][CH:22]=[CH:21][C:19]=3[CH:20]=[C:16]2[CH:15]=[CH:14][N:13]=1)([C:4]1[CH:10]=[CH:9][C:7]([CH3:8])=[CH:6][CH:5]=1)(=[O:3])=[O:2].[I:25]N1C(=O)CCC1=O>C(Cl)Cl>[I:25][C:20]1[C:19]2[CH:21]=[CH:22][CH:23]=[N:24][C:18]=2[N:17]2[C:16]=1[CH:15]=[CH:14][N:13]=[C:12]2[NH:11][S:1]([C:4]1[CH:10]=[CH:9][C:7]([CH3:8])=[CH:6][CH:5]=1)(=[O:2])=[O:3]. Conditions: time 1 hour. Procedure: 0.014 mL acetic anhydride was added to a solution mixture of 50 mg N1-(3-aminopropyl)-4-{6-[3-(4-fluorophenyl)-1-trityl-1H-4-pyrazolyl]imidazo[1,2-a]pyridin-3-yl}benzamide obtained in Example 43, 0.4 mL tetrahydrofuran and 0.2 mL pyridine under ice-cooling. The mixture was stirred at room temperature for 1 hour, water was added thereto, and the mixture was stirred for 30 minutes. The solvent was evaporated, and the residue was purified by NH silica gel column chromatography (acetic acid/methanol... The product is C(C)(=O)NCCCNC(C1=CC=C(C=C1)C1=CN=C2N1C=C(C=C2)C=2C(=NN(C2)C(C2=CC=CC=C2)(C2=CC=CC=C2)C2=CC=CC=C2)C2=CC=C(C=C2)F)=O (N1-[3-(acetylamino)propyl]-4-(6-[3-(4-fluorophenyl)-1-trityl-1H-4-pyrazolyl]imidazo[1,2-a]pyridin-3-yl}benzamide). Solvent: O (water). Starting materials: C(C)(=O)OC(C)=O (acetic anhydride), NCCCNC(C1=CC=C(C=C1)C1=CN=C2N1C=C(C=C2)C=2C(=NN(C2)C(C2=CC=CC=C2)(C2=CC=CC=C2)C2=CC=CC=C2)C2=CC=C(C=C2)F)=O (N1-(3-aminopropyl)-4-{6-[3-(4-fluorophenyl)-1-trityl-1H-4-pyrazolyl]imidazo[1,2-a]pyridin-3-yl}benzamide), O1CCCC1 (tetrahydrofuran), N1=CC=CC=C1 (pyridine). As a reaction SMILES: [C:1](OC(=O)C)(=[O:3])[CH3:2].[NH2:8][CH2:9][CH2:10][CH2:11][NH:12][C:13](=[O:60])[C:14]1[CH:19]=[CH:18][C:17]([C:20]2[N:24]3[CH:25]=[C:26]([C:29]4[C:30]([C:53]5[CH:58]=[CH:57][C:56]([F:59])=[CH:55][CH:54]=5)=[N:31][N:32]([C:34]([C:47]5[CH:52]=[CH:51][CH:50]=[CH:49][CH:48]=5)([C:41]5[CH:46]=[CH:45][CH:44]=[CH:43][CH:42]=5)[C:35]5[CH:40]=[CH:39][CH:38]=[CH:37][CH:36]=5)[CH:33]=4)[CH:27]=[CH:28][C:23]3=[N:22][CH:21]=2)=[CH:16][CH:15]=1.O1CCCC1.N1C=CC=CC=1>O>[C:1]([NH:8][CH2:9][CH2:10][CH2:11][NH:12][C:13](=[O:60])[C:14]1[CH:19]=[CH:18][C:17]([C:20]2[N:24]3[CH:25]=[C:26]([C:29]4[C:30]([C:53]5[CH:54]=[CH:55][C:56]([F:59])=[CH:57][CH:58]=5)=[N:31][N:32]([C:34]([C:41]5[CH:46]=[CH:45][CH:44]=[CH:43][CH:42]=5)([C:47]5[CH:48]=[CH:49][CH:50]=[CH:51][CH:52]=5)[C:35]5[CH:40]=[CH:39][CH:38]=[CH:37][CH:36]=5)[CH:33]=4)[CH:27]=[CH:28][C:23]3=[N:22][CH:21]=2)=[CH:16][CH:15]=1)(=[O:3])[CH3:2]. Starting materials: Cl.CSCCNC(C)C1(CCC1)C1=CC(=C(C=C1)Cl)Cl (N-[2-(methylthio)ethyl]-1-[1-(3,4-dichlorophenyl)cyclobutyl]ethylamine hydrochloride), free base, ClC1=CC(=CC=C1)C(=O)OO (m-chloroperbenzoic acid). Run in ClCCl (dichloromethane). Conditions: time 12 hour. Product: CS(=O)CCNC(C)C1(CCC1)C1=CC(=C(C=C1)Cl)Cl (N-[2-(methylsulphinyl)ethyl]-1-[1-(3,4-dichlorophenyl)cyclobutyl]ethylamine). As a reaction SMILES: Cl.[CH3:2][S:3][CH2:4][CH2:5][NH:6][CH:7]([C:9]1([C:13]2[CH:18]=[CH:17][C:16]([Cl:19])=[C:15]([Cl:20])[CH:14]=2)[CH2:12][CH2:11][CH2:10]1)[CH3:8].ClC1C=CC=C(C(OO)=[O:29])C=1>ClCCl>[CH3:2][S:3]([CH2:4][CH2:5][NH:6][CH:7]([C:9]1([C:13]2[CH:18]=[CH:17][C:16]([Cl:19])=[C:15]([Cl:20])[CH:14]=2)[CH2:10][CH2:11][CH2:12]1)[CH3:8])=[O:29] |f:0.1|. Reported procedure: A mixture of the product of Example 78 in the form of its free base (5.7 g), m-chloroperbenzoic acid (3.7 g-85% purity) and dichloromethane (300 ml) was stirred at ambient temperature for 12 hours. The reaction solution was washed with 5N aqueous sodium hydroxide solution and water and then dried. Evaporation of the solvent gave an oil from which N-[2-(methylsulphinyl)ethyl]-1-[1-(3,4-dichlorophenyl)cyclobutyl]ethylamine was separated by high pressure liquid chromatography. The amine was dissolv... The reactants are C(=O)(O)CCCN([C@@H](C(C)C)C(=O)N[C@@H](C(C)C)C(=O)N(C)[C@H]([C@@H](CC(=O)N1[C@@H](CCC1)[C@@H]([C@H](C(=O)N[C@H](C(=O)N(C)CC1=CC=CC=C1)CC1=CC=CC=C1)C)OC)OC)[C@H](CC)C)C (N-(3-carboxypropyl)-N-methyl-L-valyl-N-[(3R,4S,5S)-1-{(2S)-2-[(1R,2R)-3-({(2S)-1-[benzyl(methyl)amino]-1-oxo-3-phenylpropan-2-yl}amino)-1-methoxy-2-methyl-3-oxopropyl]pyrrolidin-1-yl}-3-methoxy-5-methyl-1-oxoheptan-4-yl]-N-methyl-L-valinamide), C(=O)(O)CCCN([C@@H](C(C)C)C(=O)N[C@@H](C(C)C)C(=O)N(C)[C@H]([C@@H](CC(=O)N1[C@@H](CCC1)[C@@H]([C@H](C(=O)N[C@H](C(=O)N(C)CC1=CC=CC=C1)CC1=CC=CC=C1)C)OC)OC)[C@H](CC)C)C (N-(3-carboxypropyl)-N-methyl-L-valyl-N-[(3R,4S,5S)-1-{(2S)-2-[(1R,2R)-3-({(2S)-1-[benzyl(methyl)amino]-1-oxo-3-phenylpropan-2-yl}amino)-1-methoxy-2-methyl-3-oxopropyl]pyrrolidin-1-yl}-3-methoxy-5-methyl-1-oxoheptan-4-yl]-N-methyl-L-valinamide), Intermediate 133, O=C1N(C(C=C1)=O)CCCCCC(=O)NN (6-(2,5-dioxo-2,5-dihydro-1H-pyrrol-1-yl)hexanehydrazide). Yields the product O=C1N(C(C=C1)=O)CCCCCC(=O)NNC(CCCN([C@@H](C(C)C)C(=O)N[C@@H](C(C)C)C(=O)N(C)[C@H]([C@@H](CC(=O)N1[C@@H](CCC1)[C@@H]([C@H](C(=O)N[C@H](C(=O)N(C)CC1=CC=CC=C1)CC1=CC=CC=C1)C)OC)OC)[C@H](CC)C)C)=O (N-(4-{2-[6-(2,5-dioxo-2,5-dihydro-1H-pyrrol-1-yl)hexanoyl]hydrazino}-4-oxobutyl)-N-methyl-L-valyl-N-[(3R,4S,5S)-1-{(2S)-2-[(1R,2R)-3-({(2S)-1-[benzyl(methyl)amino]-1-oxo-3-phenylpropan-2-yl}amino)-1-methoxy-2-methyl-3-oxopropyl]pyrrolidin-1-yl}-3-methoxy-5-methyl-1-oxoheptan-4-yl]-N-methyl-L-valinamide). RXN SMILES: [C:1]([CH2:4][CH2:5][CH2:6][N:7]([CH3:66])[C@H:8]([C:12]([NH:14][C@H:15]([C:19]([N:21]([C@@H:23]([C@@H:62]([CH3:65])[CH2:63][CH3:64])[C@H:24]([O:60][CH3:61])[CH2:25][C:26]([N:28]1[CH2:32][CH2:31][CH2:30][C@H:29]1[C@H:33]([O:58][CH3:59])[C@@H:34]([CH3:57])[C:35]([NH:37][C@@H:38]([CH2:50][C:51]1[CH:56]=[CH:55][CH:54]=[CH:53][CH:52]=1)[C:39]([N:41]([CH2:43][C:44]1[CH:49]=[CH:48][CH:47]=[CH:46][CH:45]=1)[CH3:42])=[O:40])=[O:36])=[O:27])[CH3:22])=[O:20])[CH:16]([CH3:18])[CH3:17])=[O:13])[CH:9]([CH3:11])[CH3:10])(O)=[O:2].[O:67]=[C:68]1[CH:72]=[CH:71][C:70](=[O:73])[N:69]1[CH2:74][CH2:75][CH2:76][CH2:77][CH2:78][C:79]([NH:81][NH2:82])=[O:80]>>[O:73]=[C:70]1[CH:71]=[CH:72][C:68](=[O:67])[N:69]1[CH2:74][CH2:75][CH2:76][CH2:77][CH2:78][C:79]([NH:81][NH:82][C:1](=[O:2])[CH2:4][CH2:5][CH2:6][N:7]([CH3:66])[C@H:8]([C:12]([NH:14][C@H:15]([C:19]([N:21]([C@@H:23]([C@@H:62]([CH3:65])[CH2:63][CH3:64])[C@H:24]([O:60][CH3:61])[CH2:25][C:26]([N:28]1[CH2:32][CH2:31][CH2:30][C@H:29]1[C@H:33]([O:58][CH3:59])[C@@H:34]([CH3:57])[C:35]([NH:37][C@@H:38]([CH2:50][C:51]1[CH:56]=[CH:55][CH:54]=[CH:53][CH:52]=1)[C:39]([N:41]([CH2:43][C:44]1[CH:49]=[CH:48][CH:47]=[CH:46][CH:45]=1)[CH3:42])=[O:40])=[O:36])=[O:27])[CH3:22])=[O:20])[CH:16]([CH3:18])[CH3:17])=[O:13])[CH:9]([CH3:10])[CH3:11])=[O:80]. Procedure: 9 mg (9.8 μmol) of N-(3-carboxypropyl)-N-methyl-L-valyl-N-[(3R,4S,5S)-1-{(2S)-2-[(1R,2R)-3-({(2S)-1-[benzyl(methyl)amino]-1-oxo-3-phenylpropan-2-yl}amino)-1-methoxy-2-methyl-3-oxopropyl]pyrrolidin-1-yl}-3-methoxy-5-methyl-1-oxoheptan-4-yl]-N-methyl-L-valinamide (Intermediate 73) were reacted in analogy to Intermediate 133 with 10 mg (39 μmol) of 6-(2,5-dioxo-2,5-dihydro-1H-pyrrol-1-yl)hexanehydrazide to give 1.8 mg (15% of theory) of the title compound.